This data is from the Open Reaction Database (ORD), a public repository of structured organic reaction records. The task is: describe an organic reaction: reactants, conditions, products, and yield The reactants are C(C)(=O)OCC (ethyl acetate), C(OC(C)Cl)(OC(C)C)=O (1-chloroethyl isopropyl carbonate), [I-].[Na+] (sodium iodide), C1COCCOCCOCCOCCOCCO1 (18-crown-6). Run in C1(=CC=CC=C1)C (toluene). Reaction conditions: temperature 100 celsius, time 5 hour. Product: crude product, C(OC(C)I)(OC(C)C)=O (1-Iodoethyl isopropyl carbonate). The yield is 97.5%. Reaction SMILES: [C:1](=[O:10])([O:6][CH:7]([CH3:9])[CH3:8])[O:2][CH:3](Cl)[CH3:4].[I-:11].[Na+].C1OCCOCCOCCOCCOCCOC1.C(OCC)(=O)C>C1(C)C=CC=CC=1>[C:1](=[O:10])([O:6][CH:7]([CH3:9])[CH3:8])[O:2][CH:3]([I:11])[CH3:4] |f:1.2|. Reported procedure: To a solution of 1-chloroethyl isopropyl carbonate (1.00 g) in toluene (30 mL), sodium iodide (2.10 g) and 18-crown-6 (185 mg) were added at room temperature, and the mixture was stirred at 100° C. for 5 hours. To the reaction solution, ethyl acetate was added, and the mixture was washed with water and 5% aqueous sodium thiosulfate in this order and then dried over anhydrous sodium sulfate. The solvent was distilled off under reduced pressure to obtain a crude product of the title compound (1.51... Starting materials: BrC=1C=C2CN(C(C2=C(C1)C)=O)CC1=CC=C(C=C1)Cl (5-bromo-7-methyl-2-(4-chloro-benzyl)-2,3-dihydro-isoindol-1-one), [C-]#N.[Na+] (sodium cyanide), CCCCCC.CCOC(=O)C (hexane EtOAc). The reagents and catalysts are C=1C=CC(=CC1)[P](C=2C=CC=CC2)(C=3C=CC=CC3)[Pd]([P](C=4C=CC=CC4)(C=5C=CC=CC5)C=6C=CC=CC6)([P](C=7C=CC=CC7)(C=8C=CC=CC8)C=9C=CC=CC9)[P](C=1C=CC=CC1)(C=1C=CC=CC1)C=1C=CC=CC1 (Pd(PPh3)4), [Cu]I (CuI). The solvent is C(C)#N (acetonitrile). Reaction conditions: temperature 80 celsius, time 18 hour. Yields the product CC=1C=C(C=C2CN(C(C12)=O)CC1=CC=C(C=C1)Cl)C#N (7-methyl-1-oxo-2-(4-chloro-benzyl)-2,3-dihydro-1H-isoindole-5-carbonitrile). The yield is 531.2%. As a reaction SMILES: Br[C:2]1[CH:3]=[C:4]2[C:8](=[C:9]([CH3:11])[CH:10]=1)[C:7](=[O:12])[N:6]([CH2:13][C:14]1[CH:19]=[CH:18][C:17]([Cl:20])=[CH:16][CH:15]=1)[CH2:5]2.[C-:21]#[N:22].[Na+].CCCCCC.CCOC(C)=O>C(#N)C.C1C=CC([P]([Pd]([P](C2C=CC=CC=2)(C2C=CC=CC=2)C2C=CC=CC=2)([P](C2C=CC=CC=2)(C2C=CC=CC=2)C2C=CC=CC=2)[P](C2C=CC=CC=2)(C2C=CC=CC=2)C2C=CC=CC=2)(C2C=CC=CC=2)C2C=CC=CC=2)=CC=1.[Cu]I>[CH3:11][C:9]1[CH:10]=[C:2]([C:21]#[N:22])[CH:3]=[C:4]2[C:8]=1[C:7](=[O:12])[N:6]([CH2:13][C:14]1[CH:19]=[CH:18][C:17]([Cl:20])=[CH:16][CH:15]=1)[CH2:5]2 |f:1.2,3.4,^1:42,44,63,82|. Procedure details: A mixture of 5-bromo-7-methyl-2-(4-chloro-benzyl)-2,3-dihydro-isoindol-1-one (0.205 g, 0.59 mmol), Pd(PPh3)4 (0.070 g, 0.06 mmol), sodium cyanide (0.038 g, 0.8 mmol), and CuI (0.013 g, 0.07 mmol) in acetonitrile (3 mL) was stirred at 80° C. for 18 h. Workup and silica gel column chromatography using 2:1 hexanes-ethyl acetate (typically 2:1 hexane-EtOAc) afforded 7-methyl-1-oxo-2-(4-chloro-benzyl)-2,3-dihydro-1H-isoindole-5-carbonitrile (0.93 g, 54%). 1H NMR (300 MHz, CDCl3): δ (ppm) 2.78 (s, 3H)... The reactants are BrC1=CC(=C(C=C1)C(=O)N1CCN(CC1)C1=NC=C(C=C1C)C)N1S(CCC1)(=O)=O ([4-bromo-2-(1,1-dioxo-1λ6-isothiazolidin-2-yl)phenyl][4-(3,5-dimethylpyridin-2-yl)piperazin-1-yl]methanone), N1C(CCC1)=O (pyrrolidin-2-one). Product: CC=1C(=NC=C(C1)C)N1CCN(CC1)C(=O)C1=C(C=C(C=C1)N1C(CCC1)=O)N1S(CCC1)(=O)=O (1-{4-[4-(3,5-dimethylpyridin-2-yl)piperazine-1-carbonyl]-3-(1,1-dioxo-1λ6-isothiazolidin-2-yl)phenyl}pyrrolidin-2-one). Isolated yield 72.3%. Reaction SMILES: Br[C:2]1[CH:7]=[CH:6][C:5]([C:8]([N:10]2[CH2:15][CH2:14][N:13]([C:16]3[C:21]([CH3:22])=[CH:20][C:19]([CH3:23])=[CH:18][N:17]=3)[CH2:12][CH2:11]2)=[O:9])=[C:4]([N:24]2[CH2:28][CH2:27][CH2:26][S:25]2(=[O:30])=[O:29])[CH:3]=1.[NH:31]1[CH2:35][CH2:34][CH2:33][C:32]1=[O:36]>>[CH3:22][C:21]1[C:16]([N:13]2[CH2:14][CH2:15][N:10]([C:8]([C:5]3[CH:6]=[CH:7][C:2]([N:31]4[CH2:35][CH2:34][CH2:33][C:32]4=[O:36])=[CH:3][C:4]=3[N:24]3[CH2:28][CH2:27][CH2:26][S:25]3(=[O:30])=[O:29])=[O:9])[CH2:11][CH2:12]2)=[N:17][CH:18]=[C:19]([CH3:23])[CH:20]=1. Reported procedure: Using [4-bromo-2-(1,1-dioxo-1λ6-isothiazolidin-2-yl)phenyl][4-(3,5-dimethylpyridin-2-yl)piperazin-1-yl]methanone (247 mg) described in Preparation Example 166 and pyrrolidin-2-one (43 mg) and by the reaction and treatment in the same manner as in Example 1, the title compound (180 mg) was obtained. Reactants: ClC=1C(=C(C=O)C=CC1)F (3-chloro-2-fluorobenzaldehyde), C[O-].[Na+] (sodium methoxide), ClC1=C(CC#N)C=CC(=C1)Cl (2,4-dichlorobenzyl cyanide). Run in CO (methanol). Isolated yield 67.0%. RXN SMILES: [Cl:1][C:2]1[CH:10]=[C:9]([Cl:11])[CH:8]=[CH:7][C:3]=1[CH2:4][C:5]#[N:6].[Cl:12][C:13]1[C:14]([F:21])=[C:15]([CH:18]=[CH:19][CH:20]=1)[CH:16]=O.C[O-].[Na+]>CO>[Cl:12][C:13]1[C:14]([F:21])=[C:15](/[CH:16]=[C:4](/[C:3]2[CH:7]=[CH:8][C:9]([Cl:11])=[CH:10][C:2]=2[Cl:1])\[C:5]#[N:6])[CH:18]=[CH:19][CH:20]=1 |f:2.3|. Yields the product ClC=1C(=C(C=CC1)\C=C(/C#N)\C1=C(C=C(C=C1)Cl)Cl)F ((Z)-3-(3-chloro-2-fluoro-phenyl)-2-(2,4-dichloro-phenyl)-acrylonitrile). Procedure: In a manner similar to the method described in Example 1b, 2,4-dichlorobenzyl cyanide (6 g, 32 mmol) was reacted with 3-chloro-2-fluorobenzaldehyde (6 g, 38 mmol), methanolic solution (25 wt %) of sodium methoxide (30 mL, 131 mmol) in methanol (200 mL) at 50° C. for 3 h to give (Z)-3-(3-chloro-2-fluoro-phenyl)-2-(2,4-dichloro-phenyl)-acrylonitrile as a white powder (7 g, 67%).